Dataset: the Open Reaction Database (ORD), a public repository of structured organic reaction records. Task: describe an organic reaction: reactants, conditions, products, and yield Reactants: O=C1CCC(=O)N1Br, ClCCl, COC(=O)C(Cc1ccc2[nH]c(=O)oc2c1)NC(=O)OCc1ccccc1. Product: COC(=O)C(Cc1cc(Br)c2[nH]c(=O)oc2c1)NC(=O)OCc1ccccc1. As a reaction SMILES: [Br:28][N:29]1[C:30](=[O:31])[CH2:32][CH2:33][C:34]1=[O:35].[CH2:36]([Cl:37])[Cl:38].[CH3:1][O:2][C:3]([CH:4]([CH2:5][c:6]1[cH:7][c:8]2[c:9]([nH:10][c:11](=[O:13])[o:12]2)[cH:14][cH:15]1)[NH:16][C:17](=[O:18])[O:19][CH2:20][c:21]1[cH:22][cH:23][cH:24][cH:25][cH:26]1)=[O:27]>>[CH3:1][O:2][C:3]([CH:4]([CH2:5][c:6]1[cH:7][c:8]2[c:9]([nH:10][c:11](=[O:13])[o:12]2)[c:14]([Br:28])[cH:15]1)[NH:16][C:17](=[O:18])[O:19][CH2:20][c:21]1[cH:22][cH:23][cH:24][cH:25][cH:26]1)=[O:27]. Starting materials: O(Cl)Cl (oxychloride), ClC1=C(C=C(C=C1)S(=O)(=O)[O-])[N+](=O)[O-].[K+] (potassium 4-chloro-3-nitrobenzenesulfonate), C(C)#N (acetonitrile), S1(=O)(=O)CCCC1 (Sulfolane), ice. Solvent: CC(=O)N(C)C (dimethylacetamide), O (water), O (water). Run at time 3 hour. Yields the product ClC1=C(C=C(C=C1)S(=O)(=O)Cl)[N+](=O)[O-] (4-Chloro-3-nitrobenzenesulfonyl Chloride). As a reaction SMILES: [Cl:1][C:2]1[CH:7]=[CH:6][C:5]([S:8]([O-])(=[O:10])=[O:9])=[CH:4][C:3]=1[N+:12]([O-:14])=[O:13].[K+].C(#N)C.S1(CCCC1)(=O)=O.O(Cl)[Cl:27]>O.CC(N(C)C)=O>[Cl:1][C:2]1[CH:7]=[CH:6][C:5]([S:8]([Cl:27])(=[O:10])=[O:9])=[CH:4][C:3]=1[N+:12]([O-:14])=[O:13] |f:0.1|. Reported procedure: To a mixed solution containing 1,280 g of potassium 4-chloro-3-nitrobenzenesulfonate, 1,150 ml of acetonitrile, 250 ml of Sulfolane (tetrahydrothiophene 1,1-dioxide) and 30 ml of dimethylacetamide was dropwise added 1,250 ml of phoshporus oxychloride under an inside temperature at 60° C. to 70° C. After the reaction was continued for 3 hours at 73° C., the reaction mixture was cooled with water, and thereto was slowly added 400 ml of water. The thus obtained product was poured into 5 liters of i... The reactants are O=C([O-])[O-], C1COCCN1, CN(C)C=O, COc1cc2c(Oc3cc4ccccc4nc3C)ccnc2cc1OCCCl, [K+], [K+], O. Product: COc1cc2c(Oc3cc4ccccc4nc3C)ccnc2cc1OCCN1CCOCC1. Reaction SMILES: [C:34](=[O:35])([O-:36])[O-:37].[CH2:40]1[CH2:41][O:42][CH2:43][CH2:44][NH:45]1.[CH3:1][N:2]([CH3:3])[CH:4]=[O:5].[Cl:6][CH2:7][CH2:8][O:9][c:10]1[c:11]([O:32][CH3:33])[cH:12][c:13]2[c:14]([O:20][c:21]3[c:22]([CH3:31])[n:23][c:24]4[cH:25][cH:26][cH:27][cH:28][c:29]4[cH:30]3)[cH:15][cH:16][n:17][c:18]2[cH:19]1.[K+:38].[K+:39].[OH2:46]>>[CH2:7]([CH2:8][O:9][c:10]1[c:11]([O:32][CH3:33])[cH:12][c:13]2[c:14]([O:20][c:21]3[c:22]([CH3:31])[n:23][c:24]4[cH:25][cH:26][cH:27][cH:28][c:29]4[cH:30]3)[cH:15][cH:16][n:17][c:18]2[cH:19]1)[N:45]1[CH2:40][CH2:41][O:42][CH2:43][CH2:44]1. The reactants are C[C@@H]1[C@H](C(CC(C1)=O)=O)C(=O)OC1CC(CCC1C(C)C)C (p-Menth-3-yl(1R,2S)-2-Methyl-4,6-dioxocyclo-hexanecarboxylate), C([O-])([O-])=O.[K+].[K+] (potassium carbonate). Reagents/catalysts: C12(C(=O)CC(CC1)C2(C)C)CS(=O)(=O)O (camphorsulfonic acid). Solvent: CO (methanol). Reaction conditions: temperature 23 celsius, time 12 hour. Product: COC1=CC([C@@H]([C@H](C1)C)C(=O)O[C@@H]1C[C@@H](CC[C@H]1C(C)C)C)=O ((1R,3R,4S)-p-menth-3-yl(1R,6S)-4-methoxy-6-methyl-2-oxo-3-cyclohexene-1-carboxylate). Isolated yield 713.6%. As a reaction SMILES: [CH3:1][C@H:2]1[CH2:7][C:6](=[O:8])[CH2:5][C:4](=[O:9])[C@@H:3]1[C:10]([O:12][CH:13]1[CH:18]([CH:19]([CH3:21])[CH3:20])[CH2:17][CH2:16][CH:15]([CH3:22])[CH2:14]1)=[O:11].[C:23](=O)([O-])[O-].[K+].[K+]>CO.C12(CS(O)(=O)=O)C(C)(C)C(CC1)CC2=O>[CH3:23][O:8][C:6]1[CH2:7][C@H:2]([CH3:1])[C@@H:3]([C:10]([O:12][C@H:13]2[C@H:18]([CH:19]([CH3:21])[CH3:20])[CH2:17][CH2:16][C@@H:15]([CH3:22])[CH2:14]2)=[O:11])[C:4](=[O:9])[CH:5]=1 |f:1.2.3|. Procedure details: A solution of (1R,3R,4S)-p-menth-3-yl(1R,2S)-2-methyl-4,6-dioxocyclohexanecarboxylate (2, 24.0 g, 77.8 mmol, 1 equiv) in methanol (300 mL) was treated with camphorsulfonic acid (ca. 800 mg, 3.9 mmol, 0.05 equiv) and the resulting solution was stirred at 23° C. for 12 h. The reaction mixture was neutralized by the addition of solid potassium carbonate (1.08 g, 7.78 mmol, 0.10 equiv) and the resulting suspension was filtered and the filtrate was concentrated. The residue was concentrated from tolu... Starting materials: N1=CNC2=C1C=CC=C2 (benzimidazole), CS(=O)(=O)OCCCCC1=CC=C(C=C1)OCC=1N=C(OC1)\C=C\C1=CC=CC=C1 (4-[4-[2-[(E)-2-phenylethenyl]-4-oxazolylmethoxy]phenyl]butyl methanesulfonate). The product is C1(=CC=CC=C1)/C=C/C=1OC=C(N1)COC1=CC=C(C=C1)CCCCN1C=NC2=C1C=CC=C2 (1-[4-[4-[2-[(E)-2-phenylethenyl]-4-oxazolylmethoxy]phenyl]butyl]benzimidazole). Isolated yield 36.0%. RXN SMILES: [N:1]1[C:5]2[CH:6]=[CH:7][CH:8]=[CH:9][C:4]=2[NH:3][CH:2]=1.CS(O[CH2:15][CH2:16][CH2:17][CH2:18][C:19]1[CH:24]=[CH:23][C:22]([O:25][CH2:26][C:27]2[N:28]=[C:29](/[CH:32]=[CH:33]/[C:34]3[CH:39]=[CH:38][CH:37]=[CH:36][CH:35]=3)[O:30][CH:31]=2)=[CH:21][CH:20]=1)(=O)=O>>[C:34]1(/[CH:33]=[CH:32]/[C:29]2[O:30][CH:31]=[C:27]([CH2:26][O:25][C:22]3[CH:21]=[CH:20][C:19]([CH2:18][CH2:17][CH2:16][CH2:15][N:1]4[C:5]5[CH:6]=[CH:7][CH:8]=[CH:9][C:4]=5[N:3]=[CH:2]4)=[CH:24][CH:23]=3)[N:28]=2)[CH:35]=[CH:36][CH:37]=[CH:38][CH:39]=1. Procedure: In substantially the same manner as in Working Example 8, benzimidazole was allowed to react with 4-[4-[2-[(E)-2-phenylethenyl]-4-oxazolylmethoxy]phenyl]butyl methanesulfonate to give 1-[4-[4-[2-[(E)-2-phenylethenyl]-4-oxazolylmethoxy]phenyl]butyl]benzimidazole. The yield was 36%. Recrystallization from ethyl acetate-hexane gave colorless prisms, mp 148-149° C. Starting materials: ICC (Iodoethane), COC(C1=CC(C(=O)OC)=C(C=C1)O)=O (4-hydroxy-isophthalic acid dimethyl ester), C([O-])([O-])=O.[Cs+].[Cs+] (cesium carbonate). Run in CN(C)C=O (N,N′-dimethylformamide). Reaction conditions: time 8 hour. The product is COC(C1=CC(C(=O)OC)=C(C=C1)OCC)=O (4-ethoxy-isophthalic acid di-methyl ester). Isolated yield 91.2%. Reaction SMILES: I[CH2:2][CH3:3].[CH3:4][O:5][C:6](=[O:18])[C:7]1[CH:16]=[CH:15][C:14]([OH:17])=[C:9]([C:10]([O:12][CH3:13])=[O:11])[CH:8]=1.C(=O)([O-])[O-].[Cs+].[Cs+]>CN(C=O)C>[CH3:4][O:5][C:6](=[O:18])[C:7]1[CH:16]=[CH:15][C:14]([O:17][CH2:2][CH3:3])=[C:9]([C:10]([O:12][CH3:13])=[O:11])[CH:8]=1 |f:2.3.4|. Procedure: Into a flask was placed 4-hydroxy-isophthalic acid (25.46 g) and 200 mL of methanol. Concentrated sulfuric acid (20 mL) was slowly added. The mixture was refluxed for 48 hours; upon cooling a copious white precipitate formed, which was collected by filtration. The white solid obtained was washed with water, then dried under vacuum at 50° C. to yield 26.65 g of 4-hydroxy-isophthalic acid dimethyl ester. Iodoethane (3.8 mL, 47.5 mmol) was combined with the ester (5.0 g, 23.8 mmol), powdered cesium...